Dataset: the Open Reaction Database (ORD), a public repository of structured organic reaction records. Task: describe an organic reaction: reactants, conditions, products, and yield Reactants: 3d, Cl (HCl), C(C)(C)(C)OC(=O)N1[C@@H](CC[C@@H]1C)C=1NC(=CN1)C1=CC=C(C=C1)C=1C=C2C=CC(=NC2=CC1)C1=CN=C(N1)[C@H]1N([C@H](CC1)C)C(=O)OC(C)(C)C ((2S,5S)-tert-butyl 2-(5-(6-(4-(2-((2S,5S)-1-(tert-butoxycarbonyl)-5-methylpyrrolidin-2-yl)-1H-imidazol-5-yl)phenyl)quinolin-2-yl)-1H-imidazol-2-yl)-5-methylpyrrolidine-1-carboxylate). The solvent is O1CCOCC1 (dioxane), O1CCOCC1 (dioxane). Product: Cl (HCl), N1=CC=CC2=CC=CC=C12 (quinoline). Isolated yield 778.5%. RXN SMILES: [ClH:1].C(OC(N1[C@@H](C)CC[C@H]1C1NC(C2C=CC([C:26]3[CH:27]=[C:28]4[C:33](=[CH:34][CH:35]=3)[N:32]=[C:31](C3NC([C@@H]5CC[C@H](C)N5C(OC(C)(C)C)=O)=NC=3)[CH:30]=[CH:29]4)=CC=2)=CN=1)=O)(C)(C)C>O1CCOCC1>[ClH:1].[N:32]1[C:33]2[C:28](=[CH:27][CH:26]=[CH:35][CH:34]=2)[CH:29]=[CH:30][CH:31]=1. Procedure details: 4M HCl (0.2 mL, 0.8 mmol) in dioxane was added to a solution of (2S,5S)-tert-butyl 2-(5-(6-(4-(2-((2S,5S)-1-(tert-butoxycarbonyl)-5-methylpyrrolidin-2-yl)-1H-imidazol-5-yl)phenyl)quinolin-2-yl)-1H-imidazol-2-yl)-5-methylpyrrolidine-1-carboxylate (12.7 mg, 0.018 mmol) in dioxane (1 mL) and the mixture was stirred at rt for 3d. The reaction mixture was concentrated to yield a crude HCl salt of 2-(2-((2S,5S)-5-methylpyrrolidin-2-yl)-1H-imidazol-5-yl)-6-(4-(242S,5S)-5-methylpyrrolidin-2-yl)-1H-imida... The reactants are CS(=O)(=O)C=1C=C(C=CC1)C1=CC=C(S1)CNS(=O)(=O)C1=C(C=CC=C1)C(F)(F)F (N-[5-(3-methanesulfonyl-phenyl)-thiophen-2-ylmethyl]-2-trifluoromethyl-benzenesulfonamide), C(C(C)C)I (isobutyl iodide), C([O-])([O-])=O.[Cs+].[Cs+] (cesium carbonate). Solvent: CN(C(C)=O)C (N,N-dimethylacetamide). The product is C(C(C)C)N(S(=O)(=O)C1=C(C=CC=C1)C(F)(F)F)CC=1SC(=CC1)C1=CC(=CC=C1)S(=O)(=O)C (N-isobutyl-N-[5-(3-methanesulfonyl-phenyl)-thiophen-2-ylmethyl]-2-trifluoromethyl-benzenesulfonamide). As a reaction SMILES: [CH3:1][S:2]([C:5]1[CH:6]=[C:7]([C:11]2[S:15][C:14]([CH2:16][NH:17][S:18]([C:21]3[CH:26]=[CH:25][CH:24]=[CH:23][C:22]=3[C:27]([F:30])([F:29])[F:28])(=[O:20])=[O:19])=[CH:13][CH:12]=2)[CH:8]=[CH:9][CH:10]=1)(=[O:4])=[O:3].[CH2:31](I)[CH:32]([CH3:34])[CH3:33].C(=O)([O-])[O-].[Cs+].[Cs+]>CN(C)C(=O)C>[CH2:31]([N:17]([CH2:16][C:14]1[S:15][C:11]([C:7]2[CH:8]=[CH:9][CH:10]=[C:5]([S:2]([CH3:1])(=[O:3])=[O:4])[CH:6]=2)=[CH:12][CH:13]=1)[S:18]([C:21]1[CH:26]=[CH:25][CH:24]=[CH:23][C:22]=1[C:27]([F:30])([F:28])[F:29])(=[O:20])=[O:19])[CH:32]([CH3:34])[CH3:33] |f:2.3.4|. Procedure details: In analogy to example 10, step 3, N-[5-(3-methanesulfonyl-phenyl)-thiophen-2-ylmethyl]-2-trifluoromethyl-benzenesulfonamide (example 27, step 1) was reacted with isobutyl iodide and cesium carbonate in N,N-dimethylacetamide to give N-isobutyl-N-[5-(3-methanesulfonyl-phenyl)-thiophen-2-ylmethyl]-2-trifluoromethyl-benzenesulfonamide as a colorless solid. MS: 548.8 ([M+NH4]+) The reactants are COc1cc(Cl)cc(CC#N)c1[N+](=O)[O-], Cl, [Zn]. The product is COc1cc(Cl)cc(CC#N)c1N. RXN SMILES: [Cl:1][c:2]1[cH:3][c:4]([O:14][CH3:15])[c:5]([N+:11]([O-:12])=[O:13])[c:6]([CH2:8][C:9]#[N:10])[cH:7]1.[ClH:16].[Zn:17]>>[Cl:1][c:2]1[cH:3][c:4]([O:14][CH3:15])[c:5]([NH2:11])[c:6]([CH2:8][C:9]#[N:10])[cH:7]1. Reactants: [BH4-], CCCc1nc(C)c(Cc2cccc(C(C)=O)c2)c(=O)n1Cc1ccc(-c2ccccc2-c2noc(=O)[nH]2)cc1, CO, CCOC(C)=O, [Na+], C1CCOC1. The product is CCCc1nc(C)c(Cc2cccc(C(C)O)c2)c(=O)n1Cc1ccc(-c2ccccc2-c2noc(=O)[nH]2)cc1. Reaction SMILES: [BH4-:41].[C:1]([CH3:2])(=[O:3])[c:4]1[cH:5][c:6]([CH2:7][c:8]2[c:9](=[O:37])[n:10]([CH2:18][c:19]3[cH:20][cH:21][c:22](-[c:25]4[c:26](-[c:31]5[n:32][o:33][c:34](=[O:36])[nH:35]5)[cH:27][cH:28][cH:29][cH:30]4)[cH:23][cH:24]3)[c:11]([CH2:15][CH2:16][CH3:17])[n:12][c:13]2[CH3:14])[cH:38][cH:39][cH:40]1.[CH3:43][OH:44].[CH3:50][CH2:51][O:52][C:53](=[O:54])[CH3:55].[Na+:42].[O:45]1[CH2:46][CH2:47][CH2:48][CH2:49]1>>[CH:1]([CH3:2])([OH:3])[c:4]1[cH:5][c:6]([CH2:7][c:8]2[c:9](=[O:37])[n:10]([CH2:18][c:19]3[cH:20][cH:21][c:22](-[c:25]4[c:26](-[c:31]5[n:32][o:33][c:34](=[O:36])[nH:35]5)[cH:27][cH:28][cH:29][cH:30]4)[cH:23][cH:24]3)[c:11]([CH2:15][CH2:16][CH3:17])[n:12][c:13]2[CH3:14])[cH:38][cH:39][cH:40]1. The reactants are CN(CCCN=C=NCC)C (1-[3-(dimethylamino)propyl]-3-ethylcarbodiimide), FC1=CC=C(C=C1)CC(=O)O (4-fluorophenylacetic acid), C1(CC1)N (cyclopropylamine), ON1N=NC2=C1C=CC=C2 (1-Hydroxybenzotriazole). Run in CN(C=O)C (N,N-dimethylformamide), O (water). Reaction conditions: time 4.5 hour. The product is C1(CC1)NC(CC1=CC=C(C=C1)F)=O (N-Cyclopropyl-2-(4-fluorophenyl)acetamide). The yield is 74.3%. Reaction SMILES: [F:1][C:2]1[CH:7]=[CH:6][C:5]([CH2:8][C:9]([OH:11])=O)=[CH:4][CH:3]=1.[CH:12]1([NH2:15])[CH2:14][CH2:13]1.ON1C2C=CC=CC=2N=N1.CN(C)CCCN=C=NCC>CN(C)C=O.O>[CH:12]1([NH:15][C:9](=[O:11])[CH2:8][C:5]2[CH:4]=[CH:3][C:2]([F:1])=[CH:7][CH:6]=2)[CH2:14][CH2:13]1. Procedure: To a solution of 4-fluorophenylacetic acid (4.5 g) and cyclopropylamine (1.7 g) in N,N-dimethylformamide (60 mL) was added 1-Hydroxybenzotriazole (4.4 g), followed by 1-[3-(dimethylamino)propyl]-3-ethylcarbodiimide (WSC) hydrochloride (6.2 g) on an ice bath. This solution was stirred for 4.5 hours while gradually warming to room temperature. The reaction solution was poured into water (120 mL) on an ice bath, and the resulting solid was collected by filtration, washed with water, then dried, and... Reactants: N(=CC=1C=CC=CC1OC)N(C)C. Reagents/catalysts: N=1C=CC=CC1C=NN(CC=2C=CC=CC2)CC=3C=CC=CC3, O1BOC(C)(C)C1(C)C, O1B(OC(C)(C)C1(C)C)B2OC(C)(C)C(O2)(C)C, C[OH2+].C[OH2+].C1CC=CCCC=C1.C1CC=CCCC=C1.[Ir].[Ir]. The solvent is O1CCCC1. Reaction conditions: temperature 80 celsius, time 24 hour. Yields the product N(=CC=1C(OC)=CC=CC1B2OC(C)(C)C(O2)(C)C)N(C)C. Isolated yield 80.0%. Procedure: Following the general procedure, column chromatography in neutral alumina (EtOAc/n-hexane 1:10) afforded 11c (119 mg, 80 %) as a yellow oil. The product is C(C)C(CC)C=1C=2N(N=C(C1)C)C(=C(N2)C)C2=C(N=C(S2)C=2N(N=CN2)C)C (8-(1-ethyl-propyl)-2,6-dimethyl-3-[4-methyl-2-(2-methyl-2H-[1,2,4]triazol-3-yl)-thiazol-5-yl]-imidazo[1,2-b]pyridazine). Procedure details: 82 mg of 1-Methyl-1,2,4-triazole (0.99 mmol) is dissolved in 2 ml of dry THF and cooled to −78° C. and 0.4 ml of n-butyllithium 2.5 M in hexane (0.99 mmol) is added. The reaction mixture is stirred at −78 C to room temperature for 10 min and cooled to −78° C. again. 1.98 ml of 0.5 M zinc chloride 0.5 M solution in THF (0.99 mmol) is added and stirred at −78 C to room temperature for 15 min. 265 mg of 3-(2-bromo-4-methyl-thiazol-5-yl)-8-(1-ethyl-propyl)-2,6-dimethyl-imidazo[1,2-b]pyridazine (0.66... Isolated yield 21.8%. Run at temperature -78 celsius, time 10 minute. As a reaction SMILES: [CH3:1][N:2]1[CH:6]=[N:5][CH:4]=[N:3]1.C([Li])CCC.CCCCCC.Br[C:19]1[S:20][C:21]([C:25]2[N:29]3[N:30]=[C:31]([CH3:39])[CH:32]=[C:33]([CH:34]([CH2:37][CH3:38])[CH2:35][CH3:36])[C:28]3=[N:27][C:26]=2[CH3:40])=[C:22]([CH3:24])[N:23]=1>C1COCC1.[Cl-].[Zn+2].[Cl-].C1C=CC(P(C2C=CC=CC=2)[C-]2C=CC=C2)=CC=1.C1C=CC(P(C2C=CC=CC=2)[C-]2C=CC=C2)=CC=1.Cl[Pd]Cl.[Fe+2]>[CH2:35]([CH:34]([C:33]1[C:28]2[N:29]([C:25]([C:21]3[S:20][C:19]([C:6]4[N:2]([CH3:1])[N:3]=[CH:4][N:5]=4)=[N:23][C:22]=3[CH3:24])=[C:26]([CH3:40])[N:27]=2)[N:30]=[C:31]([CH3:39])[CH:32]=1)[CH2:37][CH3:38])[CH3:36] |f:5.6.7,8.9.10.11|. Run in C1CCOC1 (THF), C1CCOC1 (THF). Starting materials: BrC=1SC(=C(N1)C)C1=C(N=C2N1N=C(C=C2C(CC)CC)C)C (3-(2-bromo-4-methyl-thiazol-5-yl)-8-(1-ethyl-propyl)-2,6-dimethyl-imidazo[1,2-b]pyridazine), Teflon, CN1N=CN=C1 (1-Methyl-1,2,4-triazole), C(CCC)[Li] (n-butyllithium), CCCCCC (hexane). The reagents and catalysts are C1=CC=C(C=C1)P([C-]2C=CC=C2)C3=CC=CC=C3.C1=CC=C(C=C1)P([C-]2C=CC=C2)C3=CC=CC=C3.Cl[Pd]Cl.[Fe+2] (PdCl2(dppf)), [Cl-].[Zn+2].[Cl-] (zinc chloride). The reactants are NC1CCCc2ccccc21, O=Cc1ccccc1-c1ccc(F)cc1. Product: Fc1ccc(-c2ccccc2CNC2CCCc3ccccc32)cc1. As a reaction SMILES: [CH:16]1([NH2:26])[CH2:17][CH2:18][CH2:19][c:20]2[cH:21][cH:22][cH:23][cH:24][c:25]21.[F:1][c:2]1[cH:3][cH:4][c:5](-[c:8]2[c:9]([CH:14]=[O:15])[cH:10][cH:11][cH:12][cH:13]2)[cH:6][cH:7]1>>[F:1][c:2]1[cH:3][cH:4][c:5](-[c:8]2[c:9]([CH2:14][NH:26][CH:16]3[CH2:17][CH2:18][CH2:19][c:20]4[cH:21][cH:22][cH:23][cH:24][c:25]43)[cH:10][cH:11][cH:12][cH:13]2)[cH:6][cH:7]1. Starting materials: C(=O)NC=1SC=C(N1)C(C(=O)NC1[C@@H]2N(C(=C(CS2)Cl)C(=O)O)C1=O)=NOCC#C (7-[2-(2-formamidothiazol-4-yl)-2-propargyloxyiminoacetamido]-3-chloro-3-cephem-4-carboxylic acid), Cl (hydrochloric acid). The solvent is CO (methanol). The product is NC=1SC=C(N1)C(C(=O)NC1[C@@H]2N(C(=C(CS2)Cl)C(=O)O)C1=O)=NOCC#C (7-[2-(2-aminothiazol-4-yl)-2-propargyloxyiminoacetamido]-3-chloro-3-cephem-4-carboxylic acid). Isolated yield 53.2%. As a reaction SMILES: C([NH:3][C:4]1[S:5][CH:6]=[C:7]([C:9](=[N:26][O:27][CH2:28][C:29]#[CH:30])[C:10]([NH:12][CH:13]2[C:24](=[O:25])[N:15]3[C:16]([C:21]([OH:23])=[O:22])=[C:17]([Cl:20])[CH2:18][S:19][C@H:14]23)=[O:11])[N:8]=1)=O.Cl>CO>[NH2:3][C:4]1[S:5][CH:6]=[C:7]([C:9](=[N:26][O:27][CH2:28][C:29]#[CH:30])[C:10]([NH:12][CH:13]2[C:24](=[O:25])[N:15]3[C:16]([C:21]([OH:23])=[O:22])=[C:17]([Cl:20])[CH2:18][S:19][C@H:14]23)=[O:11])[N:8]=1. Procedure details: A mixture of 7-[2-(2-formamidothiazol-4-yl)-2-propargyloxyiminoacetamido]-3-chloro-3-cephem-4-carboxylic acid (syn isomer, 1.4 g.), conc. hydrochloric acid (1.4 ml.) and methanol (20 ml.) was treated in a similar manner to that of Example 51-(2) to give 7-[2-(2-aminothiazol-4-yl)-2-propargyloxyiminoacetamido]-3-chloro-3-cephem-4-carboxylic acid (syn isomer, 0.7 g.), yellowish white powder. Reactants: O=C1CCC(=O)N1Br, COc1ccc(-c2c(C(C)=O)c(C)nc3cc(OC)c(OC)cc23)cc1OC, ClC(Cl)(Cl)Cl, CC(C)(C#N)N=NC(C)(C)C#N. The product is COc1ccc(-c2c(C(C)=O)c(CBr)nc3cc(OC)c(OC)cc23)cc1OC. RXN SMILES: [Br:29][N:30]1[C:31](=[O:32])[CH2:33][CH2:34][C:35]1=[O:36].[C:1]([CH3:2])(=[O:3])[c:4]1[c:5]([CH3:28])[n:6][c:7]2[cH:8][c:9]([O:26][CH3:27])[c:10]([O:24][CH3:25])[cH:11][c:12]2[c:13]1-[c:14]1[cH:15][c:16]([O:22][CH3:23])[c:17]([O:20][CH3:21])[cH:18][cH:19]1.[C:49]([Cl:50])([Cl:51])([Cl:52])[Cl:53].[N:37]([C:38]([CH3:39])([CH3:40])[C:41]#[N:42])=[N:43][C:44]([CH3:45])([CH3:46])[C:47]#[N:48]>>[C:1]([CH3:2])(=[O:3])[c:4]1[c:5]([CH2:28][Br:29])[n:6][c:7]2[cH:8][c:9]([O:26][CH3:27])[c:10]([O:24][CH3:25])[cH:11][c:12]2[c:13]1-[c:14]1[cH:15][c:16]([O:22][CH3:23])[c:17]([O:20][CH3:21])[cH:18][cH:19]1.